Dataset: the Open Reaction Database (ORD), a public repository of structured organic reaction records. Task: describe an organic reaction: reactants, conditions, products, and yield The reactants are CS(=O)(=O)OCC=1C(=NSC1C(F)(F)F)C1=CC=C(C=C1)CC ((3-(4-ethylphenyl)-5-(trifluoromethyl)isothiazol-4-yl)methyl methanesulfonate), OC1=CC=C(C2=CC=CC=C12)CCC(=O)OCC (ethyl 3-(4-hydroxynaphthalen-1-yl)propanoate). The product is C(C)C1=CC=C(C=C1)C1=NSC(=C1COC1=CC=C(C2=CC=CC=C12)CCC(=O)O)C(F)(F)F (3-(4-[[3-(4-ethylphenyl)-5-(trifluoromethyl)-1,2-thiazol-4-yl]methoxy]naphthalen-1-yl)propanoic acid). As a reaction SMILES: CS([O:5][CH2:6][C:7]1[C:8]([C:16]2[CH:21]=[CH:20][C:19]([CH2:22][CH3:23])=[CH:18][CH:17]=2)=[N:9][S:10][C:11]=1[C:12]([F:15])([F:14])[F:13])(=O)=O.O[C:25]1[C:34]2[C:29](=[CH:30][CH:31]=[CH:32][CH:33]=2)[C:28]([CH2:35][CH2:36][C:37]([O:39]CC)=[O:38])=[CH:27][CH:26]=1>>[CH2:22]([C:19]1[CH:20]=[CH:21][C:16]([C:8]2[C:7]([CH2:6][O:5][C:25]3[C:34]4[C:29](=[CH:30][CH:31]=[CH:32][CH:33]=4)[C:28]([CH2:35][CH2:36][C:37]([OH:39])=[O:38])=[CH:27][CH:26]=3)=[C:11]([C:12]([F:15])([F:14])[F:13])[S:10][N:9]=2)=[CH:17][CH:18]=1)[CH3:23]. Procedure details: The title compound was prepared according to the procedure described in Example 1 starting from (3-(4-ethylphenyl)-5-(trifluoromethyl)isothiazol-4-yl)methyl methanesulfonate following Step 5 and 6 using ethyl 3-(4-hydroxynaphthalen-1-yl)propanoate as coupling agent to afford the desired product as an off-white solid. 1H-NMR (300 MHz, CDCl3) δ 8.22 (d, J=8.1 Hz, 2H), 7.98 (d, J=8.4 Hz, 2H), 7.63 (d, J=8.4 Hz, 2H), 7.58 (t, J=7.5 Hz, 1H), 7.46 (t, J=7.5 Hz, 1H), 7.22 (d, J=8.1 Hz, 3H), 6.77 (d, J=... Starting materials: CN(C(=O)C1=NC=CC(=C1)OC1=CC(=C(C=C1)NC)N)C (4-(3-Amino-4-methylamino-phenoxy)-pyridine-2-carboxylic acid dimethylamide), FC1=C(C(=CC=C1)F)N=C=S (2,6-difluorophenylisothiocyanate), CI (methyl iodide). The solvent is CO (methanol). Reaction conditions: time 8 hour. The product is CN(C(=O)C1=NC=CC(=C1)OC1=CC2=C(N(C(=N2)NC2=C(C=CC=C2F)F)C)C=C1)C (4-[2-(2,6-Difluoro-phenylamino)-1-methyl-1H-benzoimidazol-5-yloxy]-pyridine-2-carboxylic acid dimethylamide). RXN SMILES: [CH3:1][N:2]([CH3:21])[C:3]([C:5]1[CH:10]=[C:9]([O:11][C:12]2[CH:17]=[CH:16][C:15]([NH:18][CH3:19])=[C:14]([NH2:20])[CH:13]=2)[CH:8]=[CH:7][N:6]=1)=[O:4].[F:22][C:23]1[CH:28]=[CH:27][CH:26]=[C:25]([F:29])[C:24]=1[N:30]=[C:31]=S.CI>CO>[CH3:1][N:2]([CH3:21])[C:3]([C:5]1[CH:10]=[C:9]([O:11][C:12]2[CH:17]=[CH:16][C:15]3[N:18]([CH3:19])[C:31]([NH:30][C:24]4[C:23]([F:22])=[CH:28][CH:27]=[CH:26][C:25]=4[F:29])=[N:20][C:14]=3[CH:13]=2)[CH:8]=[CH:7][N:6]=1)=[O:4]. Procedure: A solution of the 4-(3-Amino-4-methylamino-phenoxy)-pyridine-2-carboxylic acid dimethylamide (1 eq) in methanol was treated with 2,6-difluorophenylisothiocyanate (1 eq) and stirred overnight. To the reaction mixture, methyl iodide (1 eq) was added and stirred overnight at 60° C. The reaction was cooled down to room temperature, evaporated, and the residue purified by reverse phase HPLC. HPLC, 1.66 min; MS: MH+=424.1